The task is: describe an organic reaction: reactants, conditions, products, and yield. This data is from the Open Reaction Database (ORD), a public repository of structured organic reaction records. Reaction SMILES: [C:1]([O:2][C:3]([N:8]([C:4]([O:5][C:6]([CH3:7])([CH3:9])[CH3:10])=[O:11])[CH:16]1[C:17](=[O:33])[NH:18][CH:19]([CH2:31][OH:32])[CH:20]([c:23]2[c:24]([F:30])[c:25]([F:29])[cH:26][cH:27][cH:28]2)[CH2:21][CH2:22]1)=[O:12])([CH3:13])([CH3:14])[CH3:15].[Cl:41][CH2:42][Cl:43].[F:34][C:35]([C:36](=[O:37])[OH:38])([F:39])[F:40]>>[F:34][C:35]([C:36](=[O:37])[OH:38])([F:39])[F:40].[NH2:8][CH:16]1[C:17](=[O:33])[NH:18][CH:19]([CH2:31][OH:32])[CH:20]([c:23]2[c:24]([F:30])[c:25]([F:29])[cH:26][cH:27][cH:28]2)[CH2:21][CH2:22]1. Reactants: CC(C)(C)OC(=O)N(C(=O)OC(C)(C)C)C1CCC(c2cccc(F)c2F)C(CO)NC1=O, ClCCl, O=C(O)C(F)(F)F. Yields the product O=C(O)C(F)(F)F, NC1CCC(c2cccc(F)c2F)C(CO)NC1=O. Starting materials: COC(C1=C(C(=CC=C1)C)NS(=O)(=O)C1=CC=C(C=C1)OC)=O (2-(4-Methoxy-benzenesulfonylamino)-3-methyl-benzoic acid methyl ester), Cl.N1=CC(=CC=C1)CCl (3-picolyl chloride hydrochloride), C([O-])([O-])=O.[K+].[K+] (potassium carbonate), Cl.N1=CC(=CC=C1)CCl (3-picolyl chloride hydrochloride), C([O-])([O-])=O.[K+].[K+] (potassium carbonate). The solvent is CN(C)C=O (DMF), O (water). Run at time 18 hour. The product is COC(C1=C(C(=CC=C1)C)N(CC=1C=NC=CC1)S(=O)(=O)C1=CC=C(C=C1)OC)=O (2-[(4-Methoxy-benzenesulfonyl)-pyridin-3-ylmethyl-amino]-3-methyl-benzoic acid methyl ester). The yield is 83.1%. Reaction SMILES: [CH3:1][O:2][C:3](=[O:23])[C:4]1[CH:9]=[CH:8][CH:7]=[C:6]([CH3:10])[C:5]=1[NH:11][S:12]([C:15]1[CH:20]=[CH:19][C:18]([O:21][CH3:22])=[CH:17][CH:16]=1)(=[O:14])=[O:13].Cl.[N:25]1[CH:30]=[CH:29][CH:28]=[C:27]([CH2:31]Cl)[CH:26]=1.C(=O)([O-])[O-].[K+].[K+]>CN(C=O)C.O>[CH3:1][O:2][C:3](=[O:23])[C:4]1[CH:9]=[CH:8][CH:7]=[C:6]([CH3:10])[C:5]=1[N:11]([S:12]([C:15]1[CH:16]=[CH:17][C:18]([O:21][CH3:22])=[CH:19][CH:20]=1)(=[O:14])=[O:13])[CH2:31][C:27]1[CH:26]=[N:25][CH:30]=[CH:29][CH:28]=1 |f:1.2,3.4.5|. Procedure: To a solution of 1.00 g (2.985 mmol) of the product of Example 3 in 7.5 mL of DMF was added 0.514 g (3.134 mmol) of 3-picolyl chloride hydrochloride and 1.30 g (9.50 mmol) of potassium carbonate. The rection was stirred for 18 h at room temre and then an additional 0.051 g of 3-picolyl chloride hydrochloride and 0.130 g of potassium carbonate was added and the reaction was steeed for 18 h at room temperature. The reaction was then diluted with water and extracted with ether. The combined organic... Solvent: C(Cl)(Cl)(Cl)Cl (CCl4). Procedure: A well stirred, 10°-15° C. nitrogen blanketed mixture of 10.6 g. of 6,6-dimethylfulvene, prepared above, and 12.2 g. of ethyl chloroacetate was treated dropwise over 1.5 hr. with a solution of 11.7 g. of potassium t-butoxide in 75 ml. of dry t-butyl alcohol. The reaction was stirred an additional 1.5 hr. at 10° C. and most of the alcohol was then removed at reduced pressure. Ether extraction of an aqueous solution of the residual semisolid afforded 15.2 g. of yellow oil. Subsequent distillation ... The product is CC1(C(C12C=CC=C2)C(=O)OCC)C (Ethyl 2,2-Dimethylspiro[2.4]hepta-4,6-diene-1-carboxylate). RXN SMILES: [CH3:1][C:2]([CH3:8])=[C:3]1[CH:7]=[CH:6][CH:5]=[CH:4]1.Cl[CH2:10][C:11]([O:13][CH2:14][CH3:15])=[O:12].CC(C)([O-])C.[K+].C(O)(C)(C)C>C(Cl)(Cl)(Cl)Cl>[CH3:1][C:2]1([CH3:8])[C:3]2([CH:7]=[CH:6][CH:5]=[CH:4]2)[CH:10]1[C:11]([O:13][CH2:14][CH3:15])=[O:12] |f:2.3|. Reactants: CC(=C1C=CC=C1)C (6,6-dimethylfulvene), ester, C(C)(C)(C)O (t-butyl alcohol), 3m, ClCC(=O)OCC (ethyl chloroacetate), CC(C)([O-])C.[K+] (potassium t-butoxide), ester. Starting materials: C=1(C(=CC=CC1)C(=O)CN1C(C(CN(C2=C1C=C(C=C2)C)C(C2=CC=CS2)=O)NC(=O)OC(C)(C)C)=O)C (1-(2-Toluoylmethyl) -2-oxo-3-tert-butoxycarbonylamino-5-(2-thenoyl)-8-methyl-1,3,4,5-tetrahydro-2H-1,5-benzodiazepine). The solvent is Cl.O1CCOCC1 (HCl dioxane). Conditions: temperature 60 celsius, time 1 hour. The product is C=1(C(=CC=CC1)C(=O)CN1C(C(CN(C2=C1C=C(C=C2)C)C(C2=CC=CS2)=O)N)=O)C (1-(2-toluoylmethyl)-2-oxo-3-amino-5-(2-thenoyl)-8-methyl-1,3,4,5-tetrahydro-2H-1,5-benzodiazepine). The yield is 100.0%. RXN SMILES: [C:1]1([CH3:38])[C:2]([C:7]([CH2:9][N:10]2[C:16]3[CH:17]=[C:18]([CH3:21])[CH:19]=[CH:20][C:15]=3[N:14]([C:22](=[O:28])[C:23]3[S:27][CH:26]=[CH:25][CH:24]=3)[CH2:13][CH:12]([NH:29]C(OC(C)(C)C)=O)[C:11]2=[O:37])=[O:8])=[CH:3][CH:4]=[CH:5][CH:6]=1>Cl.O1CCOCC1>[C:1]1([CH3:38])[C:2]([C:7]([CH2:9][N:10]2[C:16]3[CH:17]=[C:18]([CH3:21])[CH:19]=[CH:20][C:15]=3[N:14]([C:22](=[O:28])[C:23]3[S:27][CH:26]=[CH:25][CH:24]=3)[CH2:13][CH:12]([NH2:29])[C:11]2=[O:37])=[O:8])=[CH:3][CH:4]=[CH:5][CH:6]=1 |f:1.2|. Procedure details: 1-(2-Toluoylmethyl) -2-oxo-3-tert-butoxycarbonylamino-5-(2-thenoyl)-8-methyl-1,3,4,5-tetrahydro-2H-1,5-benzodiazepine(l.0 g) was dissolved in 4N HCl-dioxane (10 ml), the mixture was stirred at 60° C. for one hour. The reaction mixture was concentrated under reduced pressure, neutralized with saturated aqueous sodium bicarbonate, and extracted with methylene chloride. The organic layer was washed with water and saturated brine, and dried over anhydrous sodium sulfate, the solvent was evaporated u... Starting materials: BrCc1ccccc1, O=C([O-])[O-], Cl, CC(=O)c1ccc(F)cc1O, [K+], [K+], CN(C)C=O. Product: CC(=O)c1ccc(F)cc1OCc1ccccc1. As a reaction SMILES: [Br:18][CH2:19][c:20]1[cH:21][cH:22][cH:23][cH:24][cH:25]1.[C:1](=[O:2])([O-:3])[O-:4].[ClH:26].[F:7][c:8]1[cH:9][c:10]([OH:17])[c:11]([C:14]([CH3:15])=[O:16])[cH:12][cH:13]1.[K+:5].[K+:6].[O:27]=[CH:28][N:29]([CH3:30])[CH3:31]>>[F:7][c:8]1[cH:9][c:10]([O:17][CH2:19][c:20]2[cH:21][cH:22][cH:23][cH:24][cH:25]2)[c:11]([C:14]([CH3:15])=[O:16])[cH:12][cH:13]1. Reactants: resultant mixture, FC(C(=O)OCC)C(C1CCC(CC1)CCC)O (ethyl 2-fluoro-3-hydroxy-3-(4-propylcyclohexyl)propanoate), C1CCC2=NCCCN2CC1 (DBU), C(=S)=S (carbon disulfide), CI (methyl iodide), resultant mixture. The solvent is C(C)(=O)OCC (ethyl acetate), O (water), CN(C)C=O (DMF). Product: FC(C(=O)OCC)C(C1CCC(CC1)CCC)OC(=S)SC (ethyl 2-fluoro-3-(((methylthio)carbonothioyl)oxy)-3-(4-propylcyclohexyl)propanoate). As a reaction SMILES: [F:1][CH:2]([CH:8]([OH:18])[CH:9]1[CH2:14][CH2:13][CH:12]([CH2:15][CH2:16][CH3:17])[CH2:11][CH2:10]1)[C:3]([O:5][CH2:6][CH3:7])=[O:4].C1CCN2C(=NCCC2)CC1.[C:30](=[S:32])=[S:31].[CH3:33]I>C(OCC)(=O)C.O.CN(C=O)C>[F:1][CH:2]([CH:8]([O:18][C:30]([S:32][CH3:33])=[S:31])[CH:9]1[CH2:10][CH2:11][CH:12]([CH2:15][CH2:16][CH3:17])[CH2:13][CH2:14]1)[C:3]([O:5][CH2:6][CH3:7])=[O:4]. Procedure details: To a reaction vessel under a nitrogen atmosphere, 3.8 g of ethyl 2-fluoro-3-hydroxy-3-(4-propylcyclohexyl)propanoate (e-9), 8.9 g of DBU, 8.7 ml of carbon disulfide and 40 ml of DMF were added, and the resultant mixture was stirred at 25° C. for 1.5 hours. Subsequently, 20.5 g of methyl iodide was added to a reaction mixture, and the resultant mixture was stirred at 25° C. for 1.5 hours. Then, 100 ml of water and 100 ml of ethyl acetate were added to separate the mixture into an organic layer an... The reactants are C([O-])([O-])=O.[K+].[K+] (potassium carbonate), CC1(CCNC2=CC(=C(C=C12)OC)[N+](=O)[O-])C (4,4-dimethyl-6-(methyloxy)-7-nitro-1,2,3,4-tetrahydroquinoline), BrCC(=O)Cl (Bromoacetyl chloride). Solvent: O1CCCC1 (tetrahydrofuran). Reaction conditions: temperature 0 celsius, time 15 minute. Yields the product BrCC(=O)N1CCC(C2=CC(=C(C=C12)[N+](=O)[O-])OC)(C)C (1-(bromoacetyl)-4,4-dimethyl-6-(methyloxy)-7-nitro-1,2,3,4-tetrahydroquinoline). Yield: 100.0%. Reaction SMILES: [CH3:1][C:2]1([CH3:17])[C:11]2[C:6](=[CH:7][C:8]([N+:14]([O-:16])=[O:15])=[C:9]([O:12][CH3:13])[CH:10]=2)[NH:5][CH2:4][CH2:3]1.C(=O)([O-])[O-].[K+].[K+].[Br:24][CH2:25][C:26](Cl)=[O:27]>O1CCCC1>[Br:24][CH2:25][C:26]([N:5]1[C:6]2[C:11](=[CH:10][C:9]([O:12][CH3:13])=[C:8]([N+:14]([O-:16])=[O:15])[CH:7]=2)[C:2]([CH3:17])([CH3:1])[CH2:3][CH2:4]1)=[O:27] |f:1.2.3|. Procedure: 4,4-dimethyl-6-(methyloxy)-7-nitro-1,2,3,4-tetrahydroquinoline (1.32 g, 5.59 mmol) was dissolved in tetrahydrofuran (50 mL). This solution was treated with potassium carbonate (1.54 g, 11.2 mmol, Aldrich) and cooled to 0° C. Bromoacetyl chloride (0.93 mL, 11 mmol, Fluka) was added (white precipitation observed) and the reaction stirred for 15 min. The reaction mixture was then diluted with water and extracted with ethyl acetate. The organic layer was dried over magnesium sulfate, filtered, and c... Reaction SMILES: [CH3:19][NH:20][CH3:21].[CH3:1][C:2]([CH3:3])([CH3:4])[O:5][C:6]([NH:7][CH:8]1[CH2:9][CH:10]([O:13][S:14]([CH3:15])(=[O:16])=[O:17])[CH2:11][CH2:12]1)=[O:18].[OH2:22]>>[CH3:1][C:2]([CH3:3])([CH3:4])[O:5][C:6]([NH:7][CH:8]1[CH2:9][CH:10]([N:20]([CH3:19])[CH3:21])[CH2:11][CH2:12]1)=[O:18]. The product is CN(C)C1CCC(NC(=O)OC(C)(C)C)C1. Starting materials: CNC, CC(C)(C)OC(=O)NC1CCC(OS(C)(=O)=O)C1, O. The reactants are COc1nc(C)cnc1CN1CCC(C(=O)Cc2ccccc2F)CC1, ClCCl, C[Si](C)(C)I, O. Yields the product Cc1cnc(CN2CCC(C(=O)Cc3ccccc3F)CC2)c(=O)[nH]1. RXN SMILES: [CH3:1][O:2][c:3]1[c:4]([CH2:10][N:11]2[CH2:12][CH2:13][CH:14]([C:17]([CH2:18][c:19]3[c:20]([F:25])[cH:21][cH:22][cH:23][cH:24]3)=[O:26])[CH2:15][CH2:16]2)[n:5][cH:6][c:7]([CH3:9])[n:8]1.[Cl:28][CH2:29][Cl:30].[I:31][Si:32]([CH3:33])([CH3:34])[CH3:35].[OH2:27]>>[O:2]=[c:3]1[c:4]([CH2:10][N:11]2[CH2:12][CH2:13][CH:14]([C:17]([CH2:18][c:19]3[c:20]([F:25])[cH:21][cH:22][cH:23][cH:24]3)=[O:26])[CH2:15][CH2:16]2)[n:5][cH:6][c:7]([CH3:9])[nH:8]1. Starting materials: Clc1cc(I)cc(CBr)c1, Fc1ccc(OCc2ncc[nH]2)cc1, [K+], [K+], O=C([O-])[O-], CN(C)C=O. Yields the product Fc1ccc(OCc2nccn2Cc2cc(Cl)cc(I)c2)cc1. As a reaction SMILES: [Br:21][CH2:22][c:23]1[cH:24][c:25]([Cl:30])[cH:26][c:27]([I:29])[cH:28]1.[F:1][c:2]1[cH:3][cH:4][c:5]([O:6][CH2:7][c:8]2[nH:9][cH:10][cH:11][n:12]2)[cH:13][cH:14]1.[K+:15].[K+:16].[O-:17][C:18]([O-:19])=[O:20].[O:31]=[CH:32][N:33]([CH3:34])[CH3:35]>>[F:1][c:2]1[cH:3][cH:4][c:5]([O:6][CH2:7][c:8]2[n:9][cH:10][cH:11][n:12]2[CH2:22][c:23]2[cH:24][c:25]([Cl:30])[cH:26][c:27]([I:29])[cH:28]2)[cH:13][cH:14]1.